From a dataset of the Open Reaction Database (ORD), a public repository of structured organic reaction records. describe an organic reaction: reactants, conditions, products, and yield Reactants: C(C)(C)(C)OC(N(C)[C@H](CC1=CC2=CC=CC=C2C=C1)C(N(C)[C@H](CC1=CC=CC=C1)COCC(N(C)C)=O)=O)=O (N-((1R)-1-{N-[(1R)-1-(((dimethylcarbamoyl)methoxy)methyl)-2-phenylethyl]-N-methylcarbamoyl}-2-{2-naphthyl}ethyl)-N-methylcarbamic acid tert-butylester), Cl.C(C)N=C=NCCCN(C)C (N-ethyl-N'-(3-dimethylaminopropyl)-carbodiimide hydrochloride), anhydride, C(C)(C)(C)OC(=O)NCC=1C=C(C(=O)O)C=CC1 (3-tert-butyloxycarbonylaminomethylbenzoic acid). Run in ClCCl (dichloromethane), FC(C(=O)O)(F)F (trifluoroacetic acid), ClCCl (dichloromethane). Run at time 10 minute. Product: NCC=1C=C(C(=O)N(C)[C@H](CC2=CC3=CC=CC=C3C=C2)C(N(C)[C@H](CC2=CC=CC=C2)COCC(N(C)C)=O)=O)C=CC1 (3-Aminomethyl-N-((1R)-1-{N-[(1R)-1-(((dimethylcarbamoyl)methoxy)methyl)-2-phenylethyl]-N-methylcarbamoyl}-2-(2-naphthyl)ethyl)-N-methylbenzamide). As a reaction SMILES: C(O[C:6](=O)[N:7]([C@@H:9]([C:21](=[O:40])[N:22]([C@@H:24]([CH2:32][O:33][CH2:34][C:35](=[O:39])[N:36]([CH3:38])[CH3:37])[CH2:25][C:26]1[CH:31]=[CH:30][CH:29]=[CH:28][CH:27]=1)[CH3:23])[CH2:10][C:11]1[CH:20]=[CH:19][C:18]2[C:13](=[CH:14][CH:15]=[CH:16][CH:17]=2)[CH:12]=1)C)(C)(C)C.C(OC([NH:49][CH2:50][C:51]1[CH:52]=[C:53]([CH:57]=[CH:58][CH:59]=1)[C:54]([OH:56])=O)=O)(C)(C)C.Cl.C(N=C=NCCCN(C)C)C>ClCCl.FC(F)(F)C(O)=O>[NH2:49][CH2:50][C:51]1[CH:52]=[C:53]([CH:57]=[CH:58][CH:59]=1)[C:54]([N:7]([C@@H:9]([C:21](=[O:40])[N:22]([C@@H:24]([CH2:32][O:33][CH2:34][C:35](=[O:39])[N:36]([CH3:37])[CH3:38])[CH2:25][C:26]1[CH:27]=[CH:28][CH:29]=[CH:30][CH:31]=1)[CH3:23])[CH2:10][C:11]1[CH:20]=[CH:19][C:18]2[C:13](=[CH:14][CH:15]=[CH:16][CH:17]=2)[CH:12]=1)[CH3:6])=[O:56] |f:2.3|. Procedure: Half of the crude N-((1R)-1-{N-[(1R)-1-(((dimethylcarbamoyl)methoxy)methyl)-2-phenylethyl]-N-methylcarbamoyl}-2-{2-naphthyl}ethyl)-N-methylcarbamic acid tert-butylester (132 mg, 0.23 mmol) was dissolved in a mixture of dichloromethane and trifluoroacetic acid 1:1 (2 ml) and stirred for 10 min. The mixture was concentrated by a stream of nitrogen and the resulting oil was redissolved in 1 ml 1N hydrochloric acid, diluted with water to a volume of 50 ml and lyophilized. This lyophilized product wa... The reactants are CCNCC, C1CCOC1, CN1CCCC1=O, Cc1c(Cl)c(C(F)(F)F)nn1CC(=O)N1CCC(C(=O)O)(c2ccc(Cl)cc2)CC1. Yields the product CCN(CC)C(=O)C1(c2ccc(Cl)cc2)CCN(C(=O)Cn2nc(C(F)(F)F)c(Cl)c2C)CC1. RXN SMILES: [CH2:31]([CH3:32])[NH:33][CH2:34][CH3:35].[CH2:36]1[O:37][CH2:38][CH2:39][CH2:40]1.[CH3:41][N:42]1[CH2:43][CH2:44][CH2:45][C:46]1=[O:47].[Cl:1][c:2]1[c:3]([C:27]([F:28])([F:29])[F:30])[n:4][n:5]([CH2:8][C:9](=[O:10])[N:11]2[CH2:12][CH2:13][C:14]([C:17](=[O:18])[OH:19])([c:20]3[cH:21][cH:22][c:23]([Cl:26])[cH:24][cH:25]3)[CH2:15][CH2:16]2)[c:6]1[CH3:7]>>[Cl:1][c:2]1[c:3]([C:27]([F:28])([F:29])[F:30])[n:4][n:5]([CH2:8][C:9](=[O:10])[N:11]2[CH2:12][CH2:13][C:14]([C:17](=[O:18])[N:33]([CH2:31][CH3:32])[CH2:34][CH3:35])([c:20]3[cH:21][cH:22][c:23]([Cl:26])[cH:24][cH:25]3)[CH2:15][CH2:16]2)[c:6]1[CH3:7]. Reactants: C[Si](C)(C)C=[N+]=[N-] (trimethylsilyldiazomethane), ClC=1C=C([C@H](C(=O)O)O)C=CC1 ((R)-3-chloromandelic acid). Run at time 1 hour. RXN SMILES: [CH3:1][Si](C=[N+]=[N-])(C)C.[Cl:8][C:9]1[CH:10]=[C:11]([CH:17]=[CH:18][CH:19]=1)[C@@H:12]([OH:16])[C:13]([OH:15])=[O:14]>CCCCCC.CO.C1C=CC=CC=1>[Cl:8][C:9]1[CH:10]=[C:11]([CH:17]=[CH:18][CH:19]=1)[C@@H:12]([OH:16])[C:13]([O:15][CH3:1])=[O:14]. Reported procedure: 18.3 g of a 10% w/v solution of trimethylsilyldiazomethane in hexane were added dropwise to a solution of 28 g of (R)-3-chloromandelic acid [prepared as described in Step (b), above] in a mixture of 300 ml of methanol and 700 ml of benzene, and the resulting mixture was stirred for one hour. At the end of this time, the solvent was removed by distillation under reduced pressure, to give 28.6 g of the title compound having [α]D23 -119.3° (c=1.00, chloroform) and an Rf=0.36 (thin layer chromatogra... The product is ClC=1C=C([C@H](C(=O)OC)O)C=CC1 (Methyl (R)-3-chloromandelate). Solvent: CCCCCC (hexane), CO (methanol), C1=CC=CC=C1 (benzene). The reactants are NC1=C(C=CC(=C1)F)NC(=O)NC1CCCC1 (1-(2-amino-4-fluorophenyl)-3-cyclopentylurea), C(C)(C)(C)C=1C=C(C(=O)O)C=C(C1O)C(C)(C)C (3,5-di-t-butyl-4-hydroxybenzoic acid), C1(CCCCC1)N=C=NC1CCCCC1 (dicyclohexylcarbodiimide). The solvent is ClCCl (dichloromethane). Product: FC=1C=CC(=C(C1)NC(C1=CC(=C(C(=C1)C(C)(C)C)O)C(C)(C)C)=O)NC(=O)NCCCCCCC (N-[5-fluoro-2-(3-heptylureido)phenyl]-3,5-di-t-butyl-4-hydroxybenzamide). Isolated yield 67.6%. RXN SMILES: [NH2:1][C:2]1[CH:7]=[C:6]([F:8])[CH:5]=[CH:4][C:3]=1[NH:9][C:10]([NH:12][CH:13]1[CH2:17][CH2:16][CH2:15][CH2:14]1)=[O:11].[C:18]([C:22]1[CH:23]=[C:24]([CH:28]=[C:29]([C:32]([CH3:35])([CH3:34])[CH3:33])[C:30]=1[OH:31])[C:25]([OH:27])=O)([CH3:21])([CH3:20])[CH3:19].[CH:36]1(N=C=NC2CCCCC2)CCCC[CH2:37]1>ClCCl>[F:8][C:6]1[CH:5]=[CH:4][C:3]([NH:9][C:10]([NH:12][CH2:13][CH2:17][CH2:16][CH2:15][CH2:14][CH2:36][CH3:37])=[O:11])=[C:2]([NH:1][C:25](=[O:27])[C:24]2[CH:23]=[C:22]([C:18]([CH3:19])([CH3:20])[CH3:21])[C:30]([OH:31])=[C:29]([C:32]([CH3:33])([CH3:35])[CH3:34])[CH:28]=2)[CH:7]=1. Reported procedure: 1-(2-amino-4-fluorophenyl)-3-cyclopentylurea (1.07 g), 3,5-di-t-butyl-4-hydroxybenzoic acid (1.00 g) and dicyclohexylcarbodiimide (0.99 g) were stirred in dichloromethane (35 ml) at room temperature for 3 hrs. After filtering off the insolubles and distilling off the solvent, the residue was purified by a silica gel column chromatography (chloroform:ethyl acetate=10:1) to yield N-[5-fluoro-2-(3-heptylureido)phenyl]-3,5-di-t-butyl-4-hydroxybenzamide (1.35 g, 68%) as crystals. The reactants are BrCC(=O)C=1OC=CC1 (2-(Bromoacetyl)furan), CNCC1=CC=CC=C1 (N-methylbenzylamine), C([O-])([O-])=O.[K+].[K+] (potassium carbonate). The solvent is CO (methanol). Reaction conditions: time 2.5 hour. Yields the product C(C1=CC=CC=C1)N(C)CC(O)C=1OC=CC1 (2-(N-benzyl-N-methylamino)-1-(2-furyl)ethanol). Isolated yield 68.8%. RXN SMILES: Br[CH2:2][C:3]([C:5]1[O:6][CH:7]=[CH:8][CH:9]=1)=[O:4].[CH3:10][NH:11][CH2:12][C:13]1[CH:18]=[CH:17][CH:16]=[CH:15][CH:14]=1.C(=O)([O-])[O-].[K+].[K+]>CO>[CH2:12]([N:11]([CH2:2][CH:3]([C:5]1[O:6][CH:7]=[CH:8][CH:9]=1)[OH:4])[CH3:10])[C:13]1[CH:18]=[CH:17][CH:16]=[CH:15][CH:14]=1 |f:2.3.4|. Procedure details: 2-(Bromoacetyl)furan (95 g) is added slowly to a stirred mixture of 75 g of N-methylbenzylamine and 70 g of potassium carbonate in 300 ml of methanol at 20°-30° C. The mixture is stirred at room temperature for 2.5 hours, and the insoluble matter is filtered off. To the filtrate is added 20 g of sodium borohydride at 10°-20° C. with stirring, and the mixture is stirred at room temperature for 3 hours. The solvent is then distilled off under reduced pressure, water is added to the residue, and th... Starting materials: ClC1=NN2C(C(=CC=C2)C2=C(C=CC(=C2)C(F)(F)F)OC)=N1 (2-chloro-8-(2-methoxy-5-trifluoromethyl-phenyl)-[1,2,4]triazolo[1,5-a]pyridine), CN1CCN(CC1)C1=CC=C(C=C1)N (4-(4-methylpiperazin-1-yl)phenylamine). The product is COC1=C(C=C(C=C1)C(F)(F)F)C=1C=2N(C=CC1)N=C(N2)NC2=CC=C(C=C2)N2CCN(CC2)C ([8-(2-methoxy-5-trifloromethylphenyl)-[1,2,4]triazolo[1,5-a]pyridin-2-yl]-[4-(4-methyl-piperazin-1-yl)-phenyl]-amine), foam. The yield is 40.0%. Reaction SMILES: Cl[C:2]1[N:22]=[C:5]2[C:6]([C:10]3[CH:15]=[C:14]([C:16]([F:19])([F:18])[F:17])[CH:13]=[CH:12][C:11]=3[O:20][CH3:21])=[CH:7][CH:8]=[CH:9][N:4]2[N:3]=1.[CH3:23][N:24]1[CH2:29][CH2:28][N:27]([C:30]2[CH:35]=[CH:34][C:33]([NH2:36])=[CH:32][CH:31]=2)[CH2:26][CH2:25]1>>[CH3:21][O:20][C:11]1[CH:12]=[CH:13][C:14]([C:16]([F:19])([F:18])[F:17])=[CH:15][C:10]=1[C:6]1[C:5]2[N:4]([N:3]=[C:2]([NH:36][C:33]3[CH:32]=[CH:31][C:30]([N:27]4[CH2:26][CH2:25][N:24]([CH3:23])[CH2:29][CH2:28]4)=[CH:35][CH:34]=3)[N:22]=2)[CH:9]=[CH:8][CH:7]=1. Procedure details: [8-(2-methoxy-5-trifloromethylphenyl)-[1,2,4]triazolo[1,5-a]pyridin-2-yl]-[4-(4-methyl-piperazin-1-yl)-phenyl]-amine was prepared from 2-chloro-8-(2-methoxy-5-trifluoromethyl-phenyl)-[1,2,4]triazolo[1,5-a]pyridine (0.150 g, 0.5 mmol), and 4-(4-methylpiperazin-1-yl)phenylamine (0.096 g, 0.5 mmol) in a manner analogous to Example 2d. Product was isolated as a foam (0.1 g, 40%). 1H NMR (400 MHz, CDCl3, δ, ppm): 8.43 (d, J=7.6 Hz, 1H), 7.94 (s, 1H), 7.68 (d, J=8.2 Hz, 1H), 7.53 (d, J=7.1 Hz, 1H), 7.... Reactants: COC(C1=C(C=C(C=C1)OC1CCN(CC1)C(=O)OC(C)(C)C)Cl)=O (4-(N-t-Butoxycarbonyl-4-piperidinyloxy)-2-chlorobenzoic acid methyl ester), C(Cl)Cl (DCM), carboxylic acid, [OH-].[Na+] (NaOH). Solvent: CO (MeOH). The product is C(C)(C)(C)OC(=O)N1CCC(CC1)OC1=CC(=C(C(=O)O)C=C1)Cl (4-(N-t-Butoxycarbonyl-4-piperidinyloxy)-2-chlorobenzoic acid). Isolated yield 90.0%. As a reaction SMILES: C[O:2][C:3](=[O:25])[C:4]1[CH:9]=[CH:8][C:7]([O:10][CH:11]2[CH2:16][CH2:15][N:14]([C:17]([O:19][C:20]([CH3:23])([CH3:22])[CH3:21])=[O:18])[CH2:13][CH2:12]2)=[CH:6][C:5]=1[Cl:24].[OH-].[Na+].C(Cl)Cl>CO>[C:20]([O:19][C:17]([N:14]1[CH2:13][CH2:12][CH:11]([O:10][C:7]2[CH:8]=[CH:9][C:4]([C:3]([OH:25])=[O:2])=[C:5]([Cl:24])[CH:6]=2)[CH2:16][CH2:15]1)=[O:18])([CH3:23])([CH3:21])[CH3:22] |f:1.2|. Procedure details: 4-(N-t-Butoxycarbonyl-4-piperidinyloxy)-2-chlorobenzoic acid methyl ester was saponified to the carboxylic acid with aqueous NaOH in MeOH using the procedure of Step 3 in Example 11. 4-(N-t-Butoxycarbonyl-4-piperidinyloxy)-2-chlorobenzoic acid was obtained as a foam by evaporation of a DCM solution under reduced pressure (90% yield). Starting materials: CCOC(=O)Cn1c(=O)c(=O)[nH]c2ccc(F)cc21, O, O=[N+]([O-])O, O=S(=O)(O)O. Product: CCOC(=O)Cn1c(=O)c(=O)[nH]c2cc([N+](=O)[O-])c(F)cc21. As a reaction SMILES: [F:1][c:2]1[cH:3][cH:4][c:5]2[nH:6][c:7](=[O:19])[c:8](=[O:18])[n:9]([CH2:12][C:13](=[O:14])[O:15][CH2:16][CH3:17])[c:10]2[cH:11]1.[OH2:24].[OH:20][N+:21]([O-:22])=[O:23].[S:25](=[O:26])(=[O:27])([OH:28])[OH:29]>>[F:1][c:2]1[c:3]([N+:21](=[O:20])[O-:22])[cH:4][c:5]2[nH:6][c:7](=[O:19])[c:8](=[O:18])[n:9]([CH2:12][C:13](=[O:14])[O:15][CH2:16][CH3:17])[c:10]2[cH:11]1. The reactants are CC(C)(C)OC(=O)N1CCC(n2ncc3c(Oc4cc(F)c(F)cc4F)ncnc32)CC1, C1COCCO1, Cl. Yields the product Cl, Fc1cc(F)c(Oc2ncnc3c2cnn3C2CCNCC2)cc1F. RXN SMILES: [C:1]([O:2][C:3](=[O:4])[N:8]1[CH2:9][CH2:10][CH:11]([n:14]2[n:15][cH:16][c:17]3[c:18]2[n:19][cH:20][n:21][c:22]3[O:23][c:24]2[c:25]([F:32])[cH:26][c:27]([F:31])[c:28]([F:30])[cH:29]2)[CH2:12][CH2:13]1)([CH3:5])([CH3:6])[CH3:7].[CH2:34]1[O:35][CH2:36][CH2:37][O:38][CH2:39]1.[ClH:33]>>[ClH:33].[NH:8]1[CH2:9][CH2:10][CH:11]([n:14]2[n:15][cH:16][c:17]3[c:18]2[n:19][cH:20][n:21][c:22]3[O:23][c:24]2[c:25]([F:32])[cH:26][c:27]([F:31])[c:28]([F:30])[cH:29]2)[CH2:12][CH2:13]1.